From a dataset of the Open Reaction Database (ORD), a public repository of structured organic reaction records. describe an organic reaction: reactants, conditions, products, and yield Starting materials: BrCc1ccccc1, O=C([O-])[O-], COC(=O)COc1cccc2c(CCNS(=O)(=O)Cc3ccccc3)coc12, [K+], [K+], CN(C)C=O, O. Product: COC(=O)COc1cccc2c(CCN(Cc3ccccc3)S(=O)(=O)Cc3ccccc3)coc12. Reaction SMILES: [Br:35][CH2:36][c:37]1[cH:38][cH:39][cH:40][cH:41][cH:42]1.[C:29](=[O:30])([O-:31])[O-:32].[CH2:1]([c:2]1[cH:3][cH:4][cH:5][cH:6][cH:7]1)[S:8](=[O:9])(=[O:10])[NH:11][CH2:12][CH2:13][c:14]1[cH:15][o:16][c:17]2[c:18]1[cH:19][cH:20][cH:21][c:22]2[O:23][CH2:24][C:25](=[O:26])[O:27][CH3:28].[K+:33].[K+:34].[O:44]=[CH:45][N:46]([CH3:47])[CH3:48].[OH2:43]>>[CH2:1]([c:2]1[cH:3][cH:4][cH:5][cH:6][cH:7]1)[S:8](=[O:9])(=[O:10])[N:11]([CH2:12][CH2:13][c:14]1[cH:15][o:16][c:17]2[c:18]1[cH:19][cH:20][cH:21][c:22]2[O:23][CH2:24][C:25](=[O:26])[O:27][CH3:28])[CH2:36][c:37]1[cH:38][cH:39][cH:40][cH:41][cH:42]1. Reactants: NC=1SC(=C(N1)C1=CC=CC=C1)C (2-amino-5-methyl-4-phenylthiazole), C1(=CC=CC=C1)C1=C(C=NO1)CCC(=O)O (3-(5-phenyl-4-isoxazolyl)propionic acid), O.ON1N=NC2=C1C=CC=C2 (1-hydroxy-1H-1,2,3-benzotriazole hydrate), Cl.C(C)N=C=NCCCN(C)C (1-ethyl-3-(3-dimethylaminopropyl)carbodiimide hydrochloride). The solvent is CN(C=O)C (N,N-dimethylformamide), O (water). Reaction conditions: time 8 hour. The product is CC1=C(N=C(S1)NC(CCC=1C=NOC1C1=CC=CC=C1)=O)C1=CC=CC=C1 (N-(5-methyl-4-phenyl-2-thiazolyl)-3-(5-phenyl-4-isoxazolyl)propionamide). Yield: 96.1%. Reaction SMILES: [NH2:1][C:2]1[S:3][C:4]([CH3:13])=[C:5]([C:7]2[CH:12]=[CH:11][CH:10]=[CH:9][CH:8]=2)[N:6]=1.[C:14]1([C:20]2[O:24][N:23]=[CH:22][C:21]=2[CH2:25][CH2:26][C:27](O)=[O:28])[CH:19]=[CH:18][CH:17]=[CH:16][CH:15]=1.O.ON1C2C=CC=CC=2N=N1.Cl.C(N=C=NCCCN(C)C)C>O.CN(C)C=O>[CH3:13][C:4]1[S:3][C:2]([NH:1][C:27](=[O:28])[CH2:26][CH2:25][C:21]2[CH:22]=[N:23][O:24][C:20]=2[C:14]2[CH:15]=[CH:16][CH:17]=[CH:18][CH:19]=2)=[N:6][C:5]=1[C:7]1[CH:12]=[CH:11][CH:10]=[CH:9][CH:8]=1 |f:2.3,4.5|. Procedure: A mixture of 2-amino-5-methyl-4-phenylthiazole (0.95 g), 3-(5-phenyl-4-isoxazolyl)propionic acid (1.01 g), 1-hydroxy-1H-1,2,3-benzotriazole hydrate (0.78 g), 1-ethyl-3-(3-dimethylaminopropyl)carbodiimide hydrochloride (0.97 g) and N,N-dimethylformamide (20 ml) was stirred at room temperature overnight. The reaction mixture was poured into water and the mixture was extracted with ethyl acetate. The ethyl acetate layer was washed with dilute hydrochloric acid, saturated aqueous sodium hydrogencarb... Reactants: FC(C(CC1=CC=CC=C1)=O)(F)F (1,1,1-trifluoro-3-phenylpropanone), BrBr (Bromine). Run in C(C)OCC (diethyl ether). Conditions: temperature 0 celsius, time 18 hour. Yields the product BrC(C(C(F)(F)F)=O)C1=CC=CC=C1 (3-bromo-1,1,1-trifluoro-3-phenylpropan-2-one). RXN SMILES: [F:1][C:2]([F:13])([F:12])[C:3](=[O:11])[CH2:4][C:5]1[CH:10]=[CH:9][CH:8]=[CH:7][CH:6]=1.[Br:14]Br>C(OCC)C>[Br:14][CH:4]([C:5]1[CH:10]=[CH:9][CH:8]=[CH:7][CH:6]=1)[C:3](=[O:11])[C:2]([F:12])([F:13])[F:1]. Reported procedure: 1,1,1-trifluoro-3-phenylpropanone (0.50 mL, 3.2 mmol) was dissolved in 5 mL of diethyl ether and the mixture was cooled to 0° C. Bromine (0.16 mL, 3.2 mmoL) was added and the mixture was stirred for 18 h and allowed to warm to rt. The solvent was removed to provide a 2:1 mixture of Example A176a as a starting material which was used in the subsequent reaction without further purification. Reaction SMILES: [Cl:1][c:2]1[n:3][cH:4][c:5]([S:8][c:9]2[c:10]([F:15])[cH:11][cH:12][cH:13][cH:14]2)[cH:6][cH:7]1.[Cl:29][CH2:30][Cl:31].[Na+:28].[OH-:27].[OH:16][O:17][C:18]([c:19]1[cH:20][c:21]([Cl:22])[cH:23][cH:24][cH:25]1)=[O:26]>>[Cl:1][c:2]1[n:3][cH:4][c:5]([S:8]([c:9]2[c:10]([F:15])[cH:11][cH:12][cH:13][cH:14]2)=[O:16])[cH:6][cH:7]1. Starting materials: Fc1ccccc1Sc1ccc(Cl)nc1, ClCCl, [Na+], [OH-], O=C(OO)c1cccc(Cl)c1. Yields the product O=S(c1ccc(Cl)nc1)c1ccccc1F. Reaction conditions: temperature 55 celsius, time 20 hour. Yields the product N(=[N+]=[N-])[C@@H]1[C@H](C[C@H](CC1)N(CC1=CC=CC=C1)CC1=CC=CC=C1)C.N(=[N+]=[N-])[C@H]1[C@@H](C[C@@H](CC1)N(CC1=CC=CC=C1)CC1=CC=CC=C1)C ((1S,3S,4S)-4-azido-N,N-dibenzyl-3-methylcyclohexanamine (1R,3R,4R)-4-azido-N,N-dibenzyl-3-methylcyclohexanamine). Reaction SMILES: CC(OC(/N=N/C(OC(C)C)=O)=O)C.C1(P(C2C=CC=CC=2)C2C=CC=CC=2)C=CC=CC=1.[CH2:34]([N:41]([CH2:50][C:51]1[CH:56]=[CH:55][CH:54]=[CH:53][CH:52]=1)[C@H:42]1[CH2:47][CH2:46][C@@H:45](O)[C@@H:44]([CH3:49])[CH2:43]1)[C:35]1[CH:40]=[CH:39][CH:38]=[CH:37][CH:36]=1.[CH2:57]([N:64]([CH2:73][C:74]1[CH:79]=[CH:78][CH:77]=[CH:76][CH:75]=1)[C@@H:65]1[CH2:70][CH2:69][C@H:68](O)[C@H:67]([CH3:72])[CH2:66]1)[C:58]1[CH:63]=[CH:62][CH:61]=[CH:60][CH:59]=1.P([N:96]=[N+:97]=[N-:98])(=O)(OC1C=CC=CC=1)OC1C=CC=CC=1>C1COCC1.CCOC(C)=O.[Cl-].[Na+].O>[N:96]([C@H:45]1[CH2:46][CH2:47][C@H:42]([N:41]([CH2:50][C:51]2[CH:56]=[CH:55][CH:54]=[CH:53][CH:52]=2)[CH2:34][C:35]2[CH:40]=[CH:39][CH:38]=[CH:37][CH:36]=2)[CH2:43][C@@H:44]1[CH3:49])=[N+:97]=[N-:98].[N:96]([C@@H:68]1[CH2:69][CH2:70][C@@H:65]([N:64]([CH2:73][C:74]2[CH:79]=[CH:78][CH:77]=[CH:76][CH:75]=2)[CH2:57][C:58]2[CH:63]=[CH:62][CH:61]=[CH:60][CH:59]=2)[CH2:66][C@H:67]1[CH3:72])=[N+:97]=[N-:98] |f:2.3,7.8.9,10.11|. The solvent is CCOC(=O)C (EtOAc), [Cl-].[Na+].O (brine), C1CCOC1 (THF), C1CCOC1 (THF). Procedure: A mixture of DIAD (5.03 mL, 25.9 mmol) and triphenylphosphine (6.78 g, 25.9 mmol) in THF (35 mL) was allowed to form a salt. After 30 min a solution of (1R,2S,4S)-4-(dibenzylamino)-2-methylcyclohexanol/(1S,2R,4R)-4-(dibenzylamino)-2-methylcyclohexanol (2 g, 6.46 mmol) and diphenyl phosphorazidate (2.507 mL, 11.63 mmol) in THF (25 mL) was added and the mixture was stirred for 20 hr at 55° C. The mixture was cooled to ambient temperature and diluted with EtOAc and brine. The separated organic laye... The reactants are CC(C)OC(=O)/N=N/C(=O)OC(C)C (DIAD), C1(=CC=CC=C1)P(C1=CC=CC=C1)C1=CC=CC=C1 (triphenylphosphine), C(C1=CC=CC=C1)N([C@@H]1C[C@@H]([C@@H](CC1)O)C)CC1=CC=CC=C1.C(C1=CC=CC=C1)N([C@H]1C[C@H]([C@H](CC1)O)C)CC1=CC=CC=C1 ((1R,2S,4S)-4-(dibenzylamino)-2-methylcyclohexanol (1S,2R,4R)-4-(dibenzylamino)-2-methylcyclohexanol), P(OC1=CC=CC=C1)(OC1=CC=CC=C1)(=O)N=[N+]=[N-] (diphenyl phosphorazidate). Reactants: C(C)(C)OC1=CC=C(C(=O)O)C=C1 (4-isopropoxy-benzoic acid), CO (MeOH), S(O)(O)(=O)=O (sulfuric acid). Product: COC(C1=CC=C(C=C1)OC(C)C)=O (4-Isopropoxy-benzoic acid methyl ester). Isolated yield 67.0%. As a reaction SMILES: [CH:1]([O:4][C:5]1[CH:13]=[CH:12][C:8]([C:9]([OH:11])=[O:10])=[CH:7][CH:6]=1)([CH3:3])[CH3:2].S(=O)(=O)(O)O.[CH3:19]O>>[CH3:19][O:10][C:9](=[O:11])[C:8]1[CH:12]=[CH:13][C:5]([O:4][CH:1]([CH3:3])[CH3:2])=[CH:6][CH:7]=1. Reported procedure: 3.0 g of 4-isopropoxy-benzoic acid (16.7 mmol, 1.0 eq) were dissolved in MeOH (20 mL) and a catalytic quantity of sulfuric acid was added; the mixture was heated at reflux for 2 days. The solvent was then evaporated and the residue was dissolved in DCM and washed with 10% NaOH. The organic phases were dried and evaporated to give 2.2 g of title product (yield 67%). Reactants: [Al+3], [BH4-], [Cl-], [Cl-], [Cl-], Cl, [Na+], C1CCOC1, O, COC(=O)CCCCCCCCCc1c(C)cc(OC)c(OC)c1O. The product is COc1cc(C)c(CCCCCCCCCCO)c(O)c1OC. RXN SMILES: [Al+3:29].[BH4-:26].[Cl-:28].[Cl-:30].[Cl-:31].[ClH:32].[Na+:27].[O:33]1[CH2:34][CH2:35][CH2:36][CH2:37]1.[OH2:38].[OH:1][c:2]1[c:3]([CH2:13][CH2:14][CH2:15][CH2:16][CH2:17][CH2:18][CH2:19][CH2:20][CH2:21][C:22](=[O:23])[O:24][CH3:25])[c:4]([CH3:12])[cH:5][c:6]([O:10][CH3:11])[c:7]1[O:8][CH3:9]>>[OH:1][c:2]1[c:3]([CH2:13][CH2:14][CH2:15][CH2:16][CH2:17][CH2:18][CH2:19][CH2:20][CH2:21][CH2:22][OH:23])[c:4]([CH3:12])[cH:5][c:6]([O:10][CH3:11])[c:7]1[O:8][CH3:9]. Starting materials: C(C1=CC=CC=C1)=O (benzaldehyde), COC1=CC2=C(OCC2=O)C=C1 (5-methoxy-3-benzo[b]furanone). The solvent is ClCCl (dichloromethane). The product is COC1=CC2=C(OC(C2=O)=CC2=CC=CC=C2)C=C1 (5-Methoxy-2-(1-phenylmethylidene)-2,3-dihydro-3-benzo[b]furanone). As a reaction SMILES: [CH:1](=O)[C:2]1[CH:7]=[CH:6][CH:5]=[CH:4][CH:3]=1.[CH3:9][O:10][C:11]1[CH:20]=[CH:19][C:14]2[O:15][CH2:16][C:17](=[O:18])[C:13]=2[CH:12]=1>ClCCl>[CH3:9][O:10][C:11]1[CH:20]=[CH:19][C:14]2[O:15][C:16](=[CH:1][C:2]3[CH:7]=[CH:6][CH:5]=[CH:4][CH:3]=3)[C:17](=[O:18])[C:13]=2[CH:12]=1. Procedure details: 36.5 mmol (3.9 g) of benzaldehyde are added to a solution of 30.5 mmol (5 g) of 5-methoxy-3-benzo[b]furanone in 150 ml of dichloromethane. With vigorous stirring and at ambient temperature, 25 g of basic alumina are then added. Stirring is maintained at ambient temperature for 30 minutes. The mixture is then filtered, the filtrate is concentrated and the residue obtained is washed with a minimum amount of ethanol to yield the expected compound. Melting point: 134° C.